This data is from the Open Reaction Database (ORD), a public repository of structured organic reaction records. The task is: describe an organic reaction: reactants, conditions, products, and yield Starting materials: O=C1NC=2C=CC=C(C2CC1)C#N (2-oxo-1,2,3,4-tetrahydroquinoline-5-carbonitrile), BrN1C(CCC1=O)=O (N-bromosuccinimide). The solvent is CN(C=O)C (N,N-dimethylformamide). Reaction conditions: time 12 hour. Yields the product BrC1=C(C=2CCC(NC2C=C1)=O)C#N (6-bromo-2-oxo-1,2,3,4-tetrahydroquinoline-5-carbonitrile). Reaction SMILES: [O:1]=[C:2]1[CH2:11][CH2:10][C:9]2[C:8]([C:12]#[N:13])=[CH:7][CH:6]=[CH:5][C:4]=2[NH:3]1.[Br:14]N1C(=O)CCC1=O>CN(C)C=O>[Br:14][C:7]1[CH:6]=[CH:5][C:4]2[NH:3][C:2](=[O:1])[CH2:11][CH2:10][C:9]=2[C:8]=1[C:12]#[N:13]. Procedure: To a stirred solution of 2-oxo-1,2,3,4-tetrahydroquinoline-5-carbonitrile (145-1; 1.5 g, 0.0087 mol) in N,N-dimethylformamide (10 mL) was added N-bromosuccinimide (1.8 g, 0.01046 mol) portion wise at 0° C. Reaction mixture was allowed to stir at room temperature for 12 h. It was concentrated and diluted with ice cold water (100 mL) with constant stirring; the solid residue obtained was filtered and dried to obtain the title compound. MS (M+1): 251.2. Reactants: O=C([O-])[O-], CN(C)C(=S)Cl, CN(C)C=O, [Cs+], [Cs+], COC(=O)c1cc([N+](=O)[O-])c(O)c(F)c1F, O. The product is COC(=O)c1cc([N+](=O)[O-])c(OC(=S)N(C)C)c(F)c1F. RXN SMILES: [C:17](=[O:18])([O-:19])[O-:20].[CH3:23][N:24]([C:25](=[S:26])[Cl:27])[CH3:28].[CH3:30][N:31]([CH3:32])[CH:33]=[O:34].[Cs+:21].[Cs+:22].[F:1][c:2]1[c:3]([C:4](=[O:5])[O:6][CH3:7])[cH:8][c:9]([N+:14](=[O:15])[O-:16])[c:10]([OH:13])[c:11]1[F:12].[OH2:29]>>[F:1][c:2]1[c:3]([C:4](=[O:5])[O:6][CH3:7])[cH:8][c:9]([N+:14](=[O:15])[O-:16])[c:10]([O:13][C:25]([N:24]([CH3:23])[CH3:28])=[S:26])[c:11]1[F:12]. Reactants: C(C)(=O)NC1=CC=C2C(=N1)C(=CN2)C2CCN(CC2)C (5-(N-[acetyl]amino)-3-(1-methylpiperidin-4-yl)pyrrolo[3,2-b]pyridine), [H-].[Al+3].[Li+].[H-].[H-].[H-] (lithium aluminum hydride), O.O.O.O.O.O.O.O.O.O.S(=O)(=O)([O-])[O-].[Na+].[Na+] (sodium sulfate decahydrate). The solvent is O1CCCC1 (tetrahydrofuran). Run at temperature 75 celsius. Yields the product C(C)NC1=CC=C2C(=N1)C(=CN2)C2CCN(CC2)C (5-(N-[ethyl]amino)-3-(1-methylpiperidin-4-yl)pyrrolo[3,2-b]pyridine). Isolated yield 52.3%. As a reaction SMILES: [C:1]([NH:4][C:5]1[N:10]=[C:9]2[C:11]([CH:14]3[CH2:19][CH2:18][N:17]([CH3:20])[CH2:16][CH2:15]3)=[CH:12][NH:13][C:8]2=[CH:7][CH:6]=1)(=O)[CH3:2].[H-].[Al+3].[Li+].[H-].[H-].[H-].O.O.O.O.O.O.O.O.O.O.S([O-])([O-])(=O)=O.[Na+].[Na+]>O1CCCC1>[CH2:1]([NH:4][C:5]1[N:10]=[C:9]2[C:11]([CH:14]3[CH2:19][CH2:18][N:17]([CH3:20])[CH2:16][CH2:15]3)=[CH:12][NH:13][C:8]2=[CH:7][CH:6]=1)[CH3:2] |f:1.2.3.4.5.6,7.8.9.10.11.12.13.14.15.16.17.18.19|. Procedure: A mixture of 0.200 gm (0.74 mMol) 5-(N-[acetyl]amino)-3-(1-methylpiperidin-4-yl)pyrrolo[3,2-b]pyridine and 0.125 gm (3.31 mMol) lithium aluminum hydride in 40 mL tetrahydrofuran was heated at 75° C. for 18 hours. The reaction mixture was cooled to 0° C. and was then treated with sodium sulfate decahydrate. After vigorous stirring the reaction mixture was filtered through a pad of celite and the filtrate concentrated under reduced pressure. The residue was subjected to flash silica gel chromatogr... Starting materials: CC(C)(C)OC(=O)NCCBr, Oc1ccc2c(c1)C(Cc1ccc(Cl)c(Cl)c1)C(N1CCCC1)CC2, O. Product: CC(C)(C)OC(=O)NCCOc1ccc2c(c1)C(Cc1ccc(Cl)c(Cl)c1)C(N1CCCC1)CC2. As a reaction SMILES: [Br:26][CH2:27][CH2:28][NH:29][C:30]([O:31][C:32]([CH3:33])([CH3:34])[CH3:35])=[O:36].[Cl:1][c:2]1[cH:3][c:4]([CH2:5][CH:6]2[CH:7]([N:17]3[CH2:18][CH2:19][CH2:20][CH2:21]3)[CH2:8][CH2:9][c:10]3[cH:11][cH:12][c:13]([OH:16])[cH:14][c:15]32)[cH:22][cH:23][c:24]1[Cl:25].[OH2:37]>>[Cl:1][c:2]1[cH:3][c:4]([CH2:5][CH:6]2[CH:7]([N:17]3[CH2:18][CH2:19][CH2:20][CH2:21]3)[CH2:8][CH2:9][c:10]3[cH:11][cH:12][c:13]([O:16][CH2:27][CH2:28][NH:29][C:30]([O:31][C:32]([CH3:33])([CH3:34])[CH3:35])=[O:36])[cH:14][c:15]32)[cH:22][cH:23][c:24]1[Cl:25]. Reactants: [Br-], OCCCc1ccc(Br)cn1, O=C([O-])O, CC1(C)CCCC(C)(C)N1O, CC(C)=O, O=c1n(Cl)c(=O)n(Cl)c(=O)n1Cl, [Na+], [Na+]. Yields the product O=C(O)CCc1ccc(Br)cn1. RXN SMILES: [Br-:13].[Br:1][c:2]1[cH:3][cH:4][c:5]([CH2:8][CH2:9][CH2:10][OH:11])[n:6][cH:7]1.[C:37](=[O:38])([OH:39])[O-:40].[CH3:14][C:15]1([CH3:24])[N:16]([O:17])[C:18]([CH3:19])([CH3:20])[CH2:21][CH2:22][CH2:23]1.[CH3:42][C:43](=[O:44])[CH3:45].[Cl:25][n:26]1[c:27](=[O:32])[n:28]([Cl:29])[c:30](=[O:31])[n:33]([Cl:34])[c:35]1=[O:36].[Na+:12].[Na+:41]>>[Br:1][c:2]1[cH:3][cH:4][c:5]([CH2:8][CH2:9][C:10](=[O:11])[OH:32])[n:6][cH:7]1. Starting materials: NO (aminoalcohol), C(C1=CC=CC=C1)=O (benzaldehyde), C1(=CC=CC=C1)C (toluene), C[Zn]C (dimethylzinc). The solvent is CCCCCCC (heptane), CCOCC (ether). Conditions: time 3 day. Yields the product C[C@H](C1=CC=CC=C1)O ((R)-(+)-sec-phenethyl alcohol). Yield: 73.0%. RXN SMILES: NO.[CH:3](=[O:10])[C:4]1[CH:9]=[CH:8][CH:7]=[CH:6][CH:5]=1.[C:11]1(C)C=CC=CC=1.C[Zn]C>CCCCCCC.CCOCC>[CH3:11][C@@H:3]([OH:10])[C:4]1[CH:9]=[CH:8][CH:7]=[CH:6][CH:5]=1. Procedure details: To a vial containing aminoalcohol 1 (0.05 g, 0.17 mmol) prepared as in Example 1 was added a solution containing benzaldehyde (0.32 g, 3.0 mmol), toluene (3.0 mL), and 1 M dimethylzinc in heptane (6.0 mL). After 3 days at room temperature, the mixture was diluted in ether (50 mL) and the reaction was quenched by dropwise addition of half-saturated aqueous ammonium chloride (50 mL). The ether layer was separated and the aqueous layer was further extracted with ether (2×50 mL). The combined ether ... Reactants: CS(C)=O, [F-], [K+], N#CCOc1cc(Cl)c([N+](=O)[O-])cc1[N+](=O)[O-]. The product is N#CCOc1cc(F)c([N+](=O)[O-])cc1[N+](=O)[O-]. As a reaction SMILES: [CH3:20][S:21]([CH3:22])=[O:23].[F-:18].[K+:19].[N+:1](=[O:2])([O-:3])[c:4]1[c:5]([O:6][CH2:7][C:8]#[N:9])[cH:10][c:11]([Cl:17])[c:12]([N+:14](=[O:15])[O-:16])[cH:13]1>>[N+:1](=[O:2])([O-:3])[c:4]1[c:5]([O:6][CH2:7][C:8]#[N:9])[cH:10][c:11]([F:18])[c:12]([N+:14](=[O:15])[O-:16])[cH:13]1.